From a dataset of the Open Reaction Database (ORD), a public repository of structured organic reaction records. describe an organic reaction: reactants, conditions, products, and yield Run in CCO (EtOH). Reaction SMILES: C([O:4][CH:5]1[CH:10]=[CH:9][CH2:8][N:7]([C:11](=[O:24])[C@@H:12]([CH:21]([CH3:23])[CH3:22])[NH:13][C:14]([O:16][C:17]([CH3:20])([CH3:19])[CH3:18])=[O:15])[CH2:6]1)(=O)C.[OH-].[Na+].C(O)(=O)C.C(Cl)(Cl)Cl>CCO>[C:14]([NH:13][C@@H:12]([C:11]([N:7]1[CH2:8][CH:9]=[CH:10][CH:5]([OH:4])[CH2:6]1)=[O:24])[CH:21]([CH3:23])[CH3:22])([O:16][C:17]([CH3:18])([CH3:19])[CH3:20])=[O:15] |f:1.2|. Yields the product C(=O)(OC(C)(C)C)N[C@H](C(C)C)C(=O)N1CC(C=CC1)O (N—(N-BOC-(R)-valyl)-1,2,3,6-tetrahydropyridin-3-ol). Procedure: 0.254 g of 3-acetoxy-N—(N-BOC-(R)-valyl)-1,2,3,6-tetrahydropyridine, dissolved in 5 ml of EtOH are treated with 2N ethanolic NaOH under ice-cooling. To the mixture obtained acetic acid is added in order to neutralize the reaction mixture and solvent is evaporated. The evaporation residue obtained is mixed with CHCl3, the mixture obtained is washed with NaCl-solution, the organic phase is dried and solvent is evaporated. N—(N-BOC-(R)-valyl)-1,2,3,6-tetrahydropyridin-3-ol is obtained. 1H-NMR: 5.9(... Starting materials: C(Cl)(Cl)Cl (CHCl3), C(C)(=O)OC1CN(CC=C1)C([C@H](NC(=O)OC(C)(C)C)C(C)C)=O (3-acetoxy-N—(N-BOC-(R)-valyl)-1,2,3,6-tetrahydropyridine), C(C)(=O)O (acetic acid), [OH-].[Na+] (NaOH). The reactants are ClC1=NC(=CC=C1N=C=S)C (2-chloro-3-isothiocyanato-6-methylpyridine), FC1=C(OC2=CC(=NC=C2)N)C(=CC=C1)F (4-(2,6-difluorophenoxy)pyridin-2-amine). Solvent: CN(C)C=O (DMF). Reaction conditions: temperature 80 celsius, time 3 hour. The product is Cl.FC1=C(OC2=CC(=NC=C2)NC=2SC3=NC(=CC=C3N2)C)C(=CC=C1)F (N-(4-(2,6-difluoro-phenoxy)pyridin-2-yl)-5-methylthiazolo[5,4-b]pyridin-2-amine hydrochloride). Yield: 51.9%. RXN SMILES: [Cl:1][C:2]1[C:7]([N:8]=[C:9]=[S:10])=[CH:6][CH:5]=[C:4]([CH3:11])[N:3]=1.[F:12][C:13]1[CH:26]=[CH:25][CH:24]=[C:23]([F:27])[C:14]=1[O:15][C:16]1[CH:21]=[CH:20][N:19]=[C:18]([NH2:22])[CH:17]=1>CN(C=O)C>[ClH:1].[F:12][C:13]1[CH:26]=[CH:25][CH:24]=[C:23]([F:27])[C:14]=1[O:15][C:16]1[CH:21]=[CH:20][N:19]=[C:18]([NH:22][C:9]2[S:10][C:2]3[C:7]([N:8]=2)=[CH:6][CH:5]=[C:4]([CH3:11])[N:3]=3)[CH:17]=1 |f:3.4|. Procedure details: A mixture of 2-chloro-3-isothiocyanato-6-methylpyridine (0.0831 g, 0.450 mmol) and 4-(2,6-difluorophenoxy)pyridin-2-amine (0.100 g, 0.450 mmol) in DMF (2 mL) was stirred at 80° C. for 3 hours and then at 120° C. overnight. The reaction was cooled and partitioned between ethyl acetate and 2N NaOH. The organic layer was washed with water and brine, dried, and concentrated. The crude material was purified via MPLC (Biotage) eluting with 3:2 hexane:ethyl acetate. The isolated product was dissolved i... Reactants: Cc1cccnc1CN, CC(C)c1cccnc1C=O, ClCCl. The product is Cc1cccnc1CNCc1ncccc1C(C)C. RXN SMILES: [CH3:1][c:2]1[c:3]([CH2:8][NH2:9])[n:4][cH:5][cH:6][cH:7]1.[CH:10]([CH3:11])([CH3:12])[c:13]1[c:14]([CH:19]=[O:20])[n:15][cH:16][cH:17][cH:18]1.[Cl:21][CH2:22][Cl:23]>>[CH3:1][c:2]1[c:3]([CH2:8][NH:9][CH2:19][c:14]2[c:13]([CH:10]([CH3:11])[CH3:12])[cH:18][cH:17][cH:16][n:15]2)[n:4][cH:5][cH:6][cH:7]1. Starting materials: Cc1onc2c1c(=O)n(C1CC(CN=[N+]=[N-])CN(C(=O)OC(C)(C)C)C1)c1cccc(Cl)c21, C1CCOC1, CCO. Yields the product Cc1onc2c1c(=O)n(C1CC(CN)CN(C(=O)OC(C)(C)C)C1)c1cccc(Cl)c21. As a reaction SMILES: [C:1]([CH3:2])([CH3:3])([CH3:4])[O:5][C:6](=[O:7])[N:8]1[CH2:9][CH:10]([CH2:30][N:31]=[N+:32]=[N-:33])[CH2:11][CH:12]([n:14]2[c:15](=[O:29])[c:16]3[c:17]([c:18]4[c:19]([Cl:24])[cH:20][cH:21][cH:22][c:23]24)[n:25][o:26][c:27]3[CH3:28])[CH2:13]1.[CH2:34]1[O:35][CH2:36][CH2:37][CH2:38]1.[CH3:39][CH2:40][OH:41]>>[C:1]([CH3:2])([CH3:3])([CH3:4])[O:5][C:6](=[O:7])[N:8]1[CH2:9][CH:10]([CH2:30][NH2:31])[CH2:11][CH:12]([n:14]2[c:15](=[O:29])[c:16]3[c:17]([c:18]4[c:19]([Cl:24])[cH:20][cH:21][cH:22][c:23]24)[n:25][o:26][c:27]3[CH3:28])[CH2:13]1. The reactants are CN(/C=C/C(=O)C1=CN=C(N1C(C)C)C)C ((2E)-3-(Dimethylamino)-1-(1-isopropyl-2-methyl-1H-imidazol-5-yl)prop-2-en-1-one), S(=O)(=O)(C)N1CCN(CC1)C1=CC=C(NC2=NC=C(C(=N2)C2=CN=C(N2C(C)C)C)Cl)C=C1 (2-[4-(4-Mesylpiperazin-1-yl)anilino]-4-(1-isopropyl-2-methyl-1H-imidazol-5-yl)-5-chloropyrimidine). Solvent: COCCO (2-methoxyethanol). Product: C(C)(=O)N1CCN(CC1)C1=CC=C(NC2=NC=CC(=N2)C2=CN=C(N2C(C)C)C)C=C1 (2-[4-(4-Acetylpiperazin-1-yl)anilino]-4-(1-isopropyl-2-methyl-1H-imidazol-5-yl)pyrimidine). RXN SMILES: CN(C)/C=[CH:4]/[C:5](C1N(C(C)C)C(C)=NC=1)=[O:6].S([N:21]1[CH2:26][CH2:25][N:24]([C:27]2[CH:49]=[CH:48][C:30]([NH:31][C:32]3[N:37]=[C:36]([C:38]4[N:42]([CH:43]([CH3:45])[CH3:44])[C:41]([CH3:46])=[N:40][CH:39]=4)[C:35](Cl)=[CH:34][N:33]=3)=[CH:29][CH:28]=2)[CH2:23][CH2:22]1)(C)(=O)=O>COCCO>[C:5]([N:21]1[CH2:22][CH2:23][N:24]([C:27]2[CH:28]=[CH:29][C:30]([NH:31][C:32]3[N:37]=[C:36]([C:38]4[N:42]([CH:43]([CH3:45])[CH3:44])[C:41]([CH3:46])=[N:40][CH:39]=4)[CH:35]=[CH:34][N:33]=3)=[CH:48][CH:49]=2)[CH2:25][CH2:26]1)(=[O:6])[CH3:4]. Procedure: (2E)-3-(Dimethylamino)-1-(1-isopropyl-2-methyl-1H-imidazol-5-yl)prop-2-en-1-one (Method 24 of WO 03/076436; 140 mg 0.63 mmol) and N-[4-(4-acetylpiperazin-1-yl)phenyl]guanidine bicarbonate salt (Method 2; 240 mg 0.74 mmol) in 2-methoxyethanol (4 ml) were reacted under nitrogen under microwave conditions at 200° C. for 30 minutes. After evaporation under reduced pressure, chromatography on silica gel with MeOH:DCM (2:98 to 6:94) gave the title compound, after ether trituration, as a yellow solid. ... Starting materials: CCOC(=O)c1ccc(NC(=O)N2CCN(C)CC2)cc1, Cl, [Li+], [OH-], O, O. Yields the product CN1CCN(C(=O)Nc2ccc(C(=O)O)cc2)CC1. RXN SMILES: [CH3:1][N:2]1[CH2:3][CH2:4][N:5]([C:8](=[O:9])[NH:10][c:11]2[cH:12][cH:13][c:14]([C:15](=[O:16])[O:17][CH2:18][CH3:19])[cH:20][cH:21]2)[CH2:6][CH2:7]1.[ClH:25].[Li+:23].[OH-:22].[OH2:24].[OH2:26]>>[CH3:1][N:2]1[CH2:3][CH2:4][N:5]([C:8](=[O:9])[NH:10][c:11]2[cH:12][cH:13][c:14]([C:15](=[O:16])[OH:17])[cH:20][cH:21]2)[CH2:6][CH2:7]1. Reactants: C(C1=CC=CC=C1)OC(=O)CCOP(=O)(OCC)CN1C([C@H]([C@H]1CCC1COCCO1)N=[N+]=[N-])=O (cis-1-(benzyloxycarbonyldiethylphosphono)methyl-3-azido-4-(3-ethylenedioxybutyl)-2-azetidinone). Solvent: S(O)(O)(=O)=O (sulfuric acid), C(C)(=O)O (acetic acid). Reaction conditions: time 2 hour. Product: C(C1=CC=CC=C1)OC(=O)CCOP(=O)(OCC)CN1C([C@H]([C@H]1CCC(C)=O)N=[N+]=[N-])=O (cis-1-(benzyloxycarbonyldiethylphosphono)methyl-3-azido-4-(3-oxobutyl)-2-azetidinone). Yield: 60.0%. RXN SMILES: [CH2:1]([O:8][C:9]([CH2:11][CH2:12][O:13][P:14]([CH2:19][N:20]1[C@H:23]([CH2:24][CH2:25][CH:26]2[O:31]CCO[CH2:27]2)[C@H:22]([N:32]=[N+:33]=[N-:34])[C:21]1=[O:35])([O:16][CH2:17][CH3:18])=[O:15])=[O:10])[C:2]1[CH:7]=[CH:6][CH:5]=[CH:4][CH:3]=1>S(=O)(=O)(O)O.C(O)(=O)C>[CH2:1]([O:8][C:9]([CH2:11][CH2:12][O:13][P:14]([CH2:19][N:20]1[C@H:23]([CH2:24][CH2:25][C:26](=[O:31])[CH3:27])[C@H:22]([N:32]=[N+:33]=[N-:34])[C:21]1=[O:35])([O:16][CH2:17][CH3:18])=[O:15])=[O:10])[C:2]1[CH:7]=[CH:6][CH:5]=[CH:4][CH:3]=1. Reported procedure: A suspension of cis-1-(benzyloxycarbonyldiethylphosphono)methyl-3-azido-4-(3-ethylenedioxybutyl)-2-azetidinone (0.10 g.) in 10% aqueous sulfuric acid (8 ml.) and glacial acetic acid (1 ml.) is heated with stirring at 50° for 2 hrs. The mixture is cooled to room temperature and extracted with methylene chloride (3×15 ml.) The combined extracts are washed with brine (2×10 ml.), dried with magnesium sulfate, filtered, and evaporated in vacuo to yield 60% of cis-1-(benzyloxycarbonyldiethylphosphono)... Conditions: time 8 hour. Procedure: A solution of 2 M HCl in dioxane (0.47 mL, 0.94 mmol) was added to a stirred, room temperature mixture of tert-butyl 3-formyl-6-methoxy-1H-indazole-1-carboxylate (50 mg, 0.18 mmol) in dioxane (1 mL) and the mixture was stirred at room temperature for 8 hours. It was concentrated and dried under vacuum. To the residue in DMF (1.0 mL), DBU (0.08 mL, 0.54 mmol) was added and the reaction mixture was stirred for 30 minutes. Then 1-iodopropane (0.09 mL, 0.90 mmol) was added and the solution was stirr... The reactants are Cl (HCl), C(=O)C1=NN(C2=CC(=CC=C12)OC)C(=O)OC(C)(C)C (tert-butyl 3-formyl-6-methoxy-1H-indazole-1-carboxylate), ICCC (1-iodopropane), C1CCC2=NCCCN2CC1 (DBU). As a reaction SMILES: Cl.[CH:2]([C:4]1[C:12]2[C:7](=[CH:8][C:9]([O:13][CH3:14])=[CH:10][CH:11]=2)[N:6]([C:15](OC(C)(C)C)=O)[N:5]=1)=[O:3].[CH2:22]1CCN2C(=NCCC2)C[CH2:23]1.ICCC>O1CCOCC1.CN(C=O)C>[CH3:14][O:13][C:9]1[CH:8]=[C:7]2[C:12]([C:4]([CH:2]=[O:3])=[N:5][N:6]2[CH2:15][CH2:22][CH3:23])=[CH:11][CH:10]=1. The solvent is O1CCOCC1 (dioxane), O1CCOCC1 (dioxane), CN(C)C=O (DMF). Isolated yield 63.6%. Yields the product COC1=CC=C2C(=NN(C2=C1)CCC)C=O (6-methoxy-1-propyl-1H-indazole-3-carbaldehyde).